The task is: describe an organic reaction: reactants, conditions, products, and yield. This data is from the Open Reaction Database (ORD), a public repository of structured organic reaction records. Reactants: COC1=NC=C(C=C1NS(=O)(=O)C)B1OC(C(O1)(C)C)(C)C (N-[2-(methyloxy)-5-(4,4,5,5-tetramethyl-1,3,2-dioxaborolan-2-yl)-3-pyridinyl]methanesulfonamide), [O-]P(=O)([O-])[O-].[K+].[K+].[K+] (potassium phosphate tribasic), O (water), BrC1=CC(=C2C=NN(C2=C1)S(=O)(=O)C1=CC=CC=C1)C=1OC(=NN1)CN1CCOCCC1 (6-Bromo-1-(phenylsulfonyl)-4-[5-(tetrahydro-1,4-oxazepin-4(5H)-ylmethyl)-1,3,4-oxadiazol-2-yl]-1H-indazole). The reagents and catalysts are [Pd](Cl)Cl.C1(=CC=CC=C1)P([C-]1C=CC=C1)C1=CC=CC=C1.[C-]1(C=CC=C1)P(C1=CC=CC=C1)C1=CC=CC=C1.[Fe+2] (1,1′-bis(diphenylphosphino)ferrocene palladium dichloride). The solvent is O1CCOCC1 (1,4-dioxane). Run at temperature 100 celsius. Product: COC1=NC=C(C=C1NS(=O)(=O)C)C1=CC(=C2C=NN(C2=C1)S(=O)(=O)C1=CC=CC=C1)C=1OC(=NN1)CN1CCOCCC1 (N-(2-(Methyloxy)-5-{1-(phenylsulfonyl)-4-[5-(tetrahydro-1,4-oxazepin-4(5H)-ylmethyl)-1,3,4-oxadiazol-2-yl]-1H-indazol-6-yl}-3-pyridinyl)methanesulfonamide). As a reaction SMILES: Br[C:2]1[CH:10]=[C:9]2[C:5]([CH:6]=[N:7][N:8]2[S:11]([C:14]2[CH:19]=[CH:18][CH:17]=[CH:16][CH:15]=2)(=[O:13])=[O:12])=[C:4]([C:20]2[O:21][C:22]([CH2:25][N:26]3[CH2:32][CH2:31][CH2:30][O:29][CH2:28][CH2:27]3)=[N:23][N:24]=2)[CH:3]=1.[CH3:33][O:34][C:35]1[C:40]([NH:41][S:42]([CH3:45])(=[O:44])=[O:43])=[CH:39][C:38](B2OC(C)(C)C(C)(C)O2)=[CH:37][N:36]=1.[O-]P([O-])([O-])=O.[K+].[K+].[K+].O>O1CCOCC1.[Pd](Cl)Cl.C1(P(C2C=CC=CC=2)[C-]2C=CC=C2)C=CC=CC=1.[C-]1(P(C2C=CC=CC=2)C2C=CC=CC=2)C=CC=C1.[Fe+2]>[CH3:33][O:34][C:35]1[C:40]([NH:41][S:42]([CH3:45])(=[O:44])=[O:43])=[CH:39][C:38]([C:2]2[CH:10]=[C:9]3[C:5]([CH:6]=[N:7][N:8]3[S:11]([C:14]3[CH:19]=[CH:18][CH:17]=[CH:16][CH:15]=3)(=[O:13])=[O:12])=[C:4]([C:20]3[O:21][C:22]([CH2:25][N:26]4[CH2:32][CH2:31][CH2:30][O:29][CH2:28][CH2:27]4)=[N:23][N:24]=3)[CH:3]=2)=[CH:37][N:36]=1 |f:2.3.4.5,8.9.10.11|. Procedure: 6-Bromo-1-(phenylsulfonyl)-4-[5-(tetrahydro-1,4-oxazepin-4(5H)-ylmethyl)-1,3,4-oxadiazol-2-yl]-1H-indazole (279 mg, 0.538 mmol) was dissolved in 1,4-dioxane (5 ml) and half of the resulting solution was charged to a reaction vessel. N-[2-(methyloxy)-5-(4,4,5,5-tetramethyl-1,3,2-dioxaborolan-2-yl)-3-pyridinyl]methanesulfonamide (114 mg, 0.347 mmol), 1,1′-bis(diphenylphosphino)ferrocene palladium dichloride (39.5 mg, 0.054 mmol), potassium phosphate tribasic (171.5 mg, 0.808 mmol) and water (0.25 ... The reactants are Cl, COC(=O)c1ccc(N)cc1S(=O)(=O)NC(C)(C)C, [Na+], [Na+], [Na+], O=[N+]([O-])[O-], O=C([O-])O, [OH-], O. Yields the product COC(=O)c1ccc(NN)cc1S(=O)(=O)NC(C)(C)C. RXN SMILES: [ClH:32].[NH2:1][c:2]1[cH:3][c:4]([S:12]([NH:13][C:14]([CH3:15])([CH3:16])[CH3:17])(=[O:18])=[O:19])[c:5]([C:6](=[O:7])[O:8][CH3:9])[cH:10][cH:11]1.[Na+:20].[Na+:26].[Na+:31].[O-:21][N+:22](=[O:23])[O-:24].[O-:27][C:28]([OH:29])=[O:30].[OH-:25].[OH2:33]>>[NH:1]([c:2]1[cH:3][c:4]([S:12]([NH:13][C:14]([CH3:15])([CH3:16])[CH3:17])(=[O:18])=[O:19])[c:5]([C:6](=[O:7])[O:8][CH3:9])[cH:10][cH:11]1)[NH2:22]. Reactants: CCCCCCC, CCOCC, [Li]C, C#CCCCCCC, CC(C)C1C=CC(=O)CC1, C12C3C4C5C1[Zr]23451678C2C1C6C7C28, N#C[Cu], [Cu], [Zr]. Yields the product CCCCCCC=CC1CC(=O)CCC1C(C)C. As a reaction SMILES: [CH3:14][CH2:15][CH2:16][CH2:17][CH2:18][CH2:19][CH3:20].[CH3:21][CH2:22][O:23][CH2:24][CH3:25].[CH3:9][Li:10].[CH:1]#[C:2][CH2:3][CH2:4][CH2:5][CH2:6][CH2:7][CH3:8].[CH:26]([CH3:27])([CH3:28])[CH:29]1[CH:30]=[CH:31][C:32](=[O:35])[CH2:33][CH2:34]1.[CH:36]12[Zr:37]3456789([CH:38]%10[CH:39]3[CH:40]4[CH:41]5[CH:42]6%10)[CH:43]([CH:44]17)[CH:45]8[CH:46]29.[Cu:11][C:12]#[N:13].[Cu:47].[Zr:48]>>[CH:1](=[CH:2][CH2:3][CH2:4][CH2:5][CH2:6][CH2:7][CH3:8])[CH:30]1[CH:29]([CH:26]([CH3:27])[CH3:28])[CH2:34][CH2:33][C:32](=[O:35])[CH2:31]1. Reactants: F, O=N[O-], Cc1ccc(-c2ccccc2)c(N)c1, [Na+]. Yields the product Cc1ccc(-c2ccccc2)c(F)c1. Reaction SMILES: [FH:15].[N:16]([O-:17])=[O:18].[NH2:1][c:2]1[c:3](-[c:9]2[cH:10][cH:11][cH:12][cH:13][cH:14]2)[cH:4][cH:5][c:6]([CH3:8])[cH:7]1.[Na+:19]>>[c:2]1([F:15])[c:3](-[c:9]2[cH:10][cH:11][cH:12][cH:13][cH:14]2)[cH:4][cH:5][c:6]([CH3:8])[cH:7]1. Reported procedure: Add to a suspension of 4-[3-(tetrahydro-pyran-4-yl)-indole-1-sulfonyl]-benzoic acid methyl ester (16.7 g, 41.83 mmol) in methanol (200 mL) with stirring THF (600 mL). Treat the solution with 5N NaOH (23.5 ml, 2.8 eq.) and stir for 2 h at room temperature. Concentrate the solution to near dryness and treat with 1N HCl (125 mL), a solid separates. Dilute to 500 mL total volume with water, filter, back-wash with water, and dry (20 mm Hg, 60° C.) to give a resulting solid found to be pure title comp... RXN SMILES: C[O:2][C:3](=[O:28])[C:4]1[CH:9]=[CH:8][C:7]([S:10]([N:13]2[C:21]3[C:16](=[CH:17][CH:18]=[CH:19][CH:20]=3)[C:15]([CH:22]3[CH2:27][CH2:26][O:25][CH2:24][CH2:23]3)=[CH:14]2)(=[O:12])=[O:11])=[CH:6][CH:5]=1.C1COCC1.[OH-].[Na+]>CO>[O:25]1[CH2:24][CH2:23][CH:22]([C:15]2[C:16]3[C:21](=[CH:20][CH:19]=[CH:18][CH:17]=3)[N:13]([S:10]([C:7]3[CH:6]=[CH:5][C:4]([C:3]([OH:28])=[O:2])=[CH:9][CH:8]=3)(=[O:12])=[O:11])[CH:14]=2)[CH2:27][CH2:26]1 |f:2.3|. The reactants are COC(C1=CC=C(C=C1)S(=O)(=O)N1C=C(C2=CC=CC=C12)C1CCOCC1)=O (4-[3-(tetrahydro-pyran-4-yl)-indole-1-sulfonyl]-benzoic acid methyl ester), C1CCOC1 (THF), [OH-].[Na+] (NaOH). Conditions: time 2 hour. Isolated yield 98.0%. Product: O1CCC(CC1)C1=CN(C2=CC=CC=C12)S(=O)(=O)C1=CC=C(C(=O)O)C=C1 (4-[3-(Tetrahydro-pyran-4-yl)-indole-1-sulfonyl]-benzoic acid). Run in CO (methanol). Reactants: O=C=NCc1ccccc1, C1COCCO1, Cc1sc(C(=O)NCc2ccc3c(c2)OCO3)cc1N. Yields the product Cc1sc(C(=O)NCc2ccc3c(c2)OCO3)cc1NC(=O)NCc1ccccc1. Reaction SMILES: [CH2:21]([c:22]1[cH:23][cH:24][cH:25][cH:26][cH:27]1)[N:28]=[C:29]=[O:30].[CH2:31]1[O:32][CH2:33][CH2:34][O:35][CH2:36]1.[O:1]1[CH2:2][O:3][c:4]2[c:5]1[cH:6][cH:7][c:8]([CH2:10][NH:11][C:12](=[O:13])[c:14]1[s:15][c:16]([CH3:20])[c:17]([NH2:19])[cH:18]1)[cH:9]2>>[O:1]1[CH2:2][O:3][c:4]2[c:5]1[cH:6][cH:7][c:8]([CH2:10][NH:11][C:12](=[O:13])[c:14]1[s:15][c:16]([CH3:20])[c:17]([NH:19][C:29]([NH:28][CH2:21][c:22]3[cH:23][cH:24][cH:25][cH:26][cH:27]3)=[O:30])[cH:18]1)[cH:9]2. The reactants are CCOC(Cc1ccc(OCc2nc(-c3ccccc3F)oc2C)cc1Cl)C(=O)OC, [Li+], [OH-]. The product is CCOC(Cc1ccc(OCc2nc(-c3ccccc3F)oc2C)cc1Cl)C(=O)O. Reaction SMILES: [CH3:1][O:2][C:3]([CH:4]([CH2:5][c:6]1[c:7]([Cl:27])[cH:8][c:9]([O:12][CH2:13][c:14]2[n:15][c:16](-[c:20]3[c:21]([F:26])[cH:22][cH:23][cH:24][cH:25]3)[o:17][c:18]2[CH3:19])[cH:10][cH:11]1)[O:28][CH2:29][CH3:30])=[O:31].[Li+:33].[OH-:32]>>[O:2]=[C:3]([CH:4]([CH2:5][c:6]1[c:7]([Cl:27])[cH:8][c:9]([O:12][CH2:13][c:14]2[n:15][c:16](-[c:20]3[c:21]([F:26])[cH:22][cH:23][cH:24][cH:25]3)[o:17][c:18]2[CH3:19])[cH:10][cH:11]1)[O:28][CH2:29][CH3:30])[OH:31]. The reactants are CN1CCC2=C(C(C1)O)C=CS2 (6-methyl-5,6,7,8-tetrahydro-4H-thieno[2,3-d]azepin-4-ol), BrC=1C(=C(C=CC1)F)Cl (3-bromo-2-chloro-1-fluorobenzene). Product: BrC=1C(=C(C=CC1)OC1C2=C(CCN(C1)C)SC=C2)Cl (4-(3-Bromo-2-chlorophenyloxy)-6-methyl-5,6,7,8-tetrahydro-4H-thieno[2,3-d]azepine). Reaction SMILES: [CH3:1][N:2]1[CH2:8][CH:7]([OH:9])[C:6]2[CH:10]=[CH:11][S:12][C:5]=2[CH2:4][CH2:3]1.[Br:13][C:14]1[C:15]([Cl:21])=[C:16](F)[CH:17]=[CH:18][CH:19]=1>>[Br:13][C:14]1[C:15]([Cl:21])=[C:16]([O:9][CH:7]2[CH2:8][N:2]([CH3:1])[CH2:3][CH2:4][C:5]3[S:12][CH:11]=[CH:10][C:6]2=3)[CH:17]=[CH:18][CH:19]=1. Reported procedure: The same method as in Example 1 was conducted using 6-methyl-5,6,7,8-tetrahydro-4H-thieno[2,3-d]azepin-4-ol (Reference Example 28) instead of 6-methyl-4,5,6,7-tetrahydrothieno[2,3-c]pyridin-4-ol (Reference Example 6) and was conducted using 3-bromo-2-chloro-1-fluorobenzene instead of 1-fluoronaphthalene to give the objective compound. The reactants are O=C([O-])[O-], CCCCCC, CC(C)=O, CCOC(C)=O, Clc1ccc2ncc(Cl)nc2c1, [K+], [K+], COC(=O)C(C)Oc1ccc(O)cc1. Yields the product COC(=O)C(C)Oc1ccc(Oc2cnc3ccc(Cl)cc3n2)cc1. Reaction SMILES: [C:27](=[O:28])([O-:29])[O-:30].[CH3:33][CH2:34][CH2:35][CH2:36][CH2:37][CH3:38].[CH3:39][C:40](=[O:41])[CH3:42].[CH3:43][CH2:44][O:45][C:46]([CH3:47])=[O:48].[Cl:15][c:16]1[n:17][c:18]2[cH:19][c:20]([Cl:26])[cH:21][cH:22][c:23]2[n:24][cH:25]1.[K+:31].[K+:32].[OH:1][c:2]1[cH:3][cH:4][c:5]([O:6][CH:7]([C:8](=[O:9])[O:10][CH3:11])[CH3:12])[cH:13][cH:14]1>>[O:1]([c:2]1[cH:3][cH:4][c:5]([O:6][CH:7]([C:8](=[O:9])[O:10][CH3:11])[CH3:12])[cH:13][cH:14]1)[c:16]1[n:17][c:18]2[cH:19][c:20]([Cl:26])[cH:21][cH:22][c:23]2[n:24][cH:25]1.